Dataset: the Open Reaction Database (ORD), a public repository of structured organic reaction records. Task: describe an organic reaction: reactants, conditions, products, and yield Reactants: Br (hydrobromic acid), C(C)(=O)O (acetic acid), Br (hydrobromic acid), C(C)(C)C(CO)CO (2-isopropylpropane-1,3-diol), C(C)(=O)O (acetic acid), C(C)(=O)O (acetic acid). Yields the product C(C)(=O)OCC(C(C)C)CBr (2-bromomethyl-3-methylbutyl acetate). As a reaction SMILES: [BrH:1].[CH:2]([CH:5]([CH2:8][OH:9])[CH2:6]O)([CH3:4])[CH3:3].[C:10]([OH:13])(=O)[CH3:11]>>[C:10]([O:9][CH2:8][CH:5]([CH2:6][Br:1])[CH:2]([CH3:3])[CH3:4])(=[O:13])[CH3:11]. Procedure: A solution of hydrobromic acid in acetic acid (30%, 0.5 ml) was added to a solution of 2-isopropylpropane-1,3-diol (10 g) in glacial acetic acid (20 ml) and the mixture heated to reflux for 20 minutes. A further portion of 30% hydrobromic acid in acetic acid (26 ml) was then added dropwise and the resulting mixture maintained at reflux for a further 6 hours. The solvent was then removed in vacuo, and residues removed by azeotroping with hexane, to leave 2-bromomethyl-3-methylbutyl acetate (15 g)... Starting materials: CN(C)C=O, ClCC=C(Cl)Cl, CCOc1cccc(Oc2ccc(O)c(C(F)(F)F)c2)c1, [H-], [Na+]. Yields the product CCOc1cccc(Oc2ccc(OCC=C(Cl)Cl)c(C(F)(F)F)c2)c1. RXN SMILES: [CH3:30][N:31]([CH3:32])[CH:33]=[O:34].[Cl:24][C:25](=[CH:26][CH2:27][Cl:28])[Cl:29].[F:1][C:2]([c:3]1[c:4]([OH:19])[cH:5][cH:6][c:7]([O:9][c:10]2[cH:11][c:12]([O:16][CH2:17][CH3:18])[cH:13][cH:14][cH:15]2)[cH:8]1)([F:20])[F:21].[H-:22].[Na+:23]>>[F:1][C:2]([c:3]1[c:4]([O:19][CH2:27][CH:26]=[C:25]([Cl:24])[Cl:29])[cH:5][cH:6][c:7]([O:9][c:10]2[cH:11][c:12]([O:16][CH2:17][CH3:18])[cH:13][cH:14][cH:15]2)[cH:8]1)([F:20])[F:21]. Reactants: ClCCl (dichloromethane), BrC=1C=C(C=CC1)NCC1=CC(=CC=C1)OC(C(F)F)(F)F (N-(3-bromophenyl)-[[3-(1,1,2,2-tetrafluoroethoxy)phenyl]methyl]amine), FC(C1CO1)(F)F (1,1,1-trifluoro-2,3-epoxypropane), C(F)(F)(F)S(=O)(=O)[O-].C(F)(F)(F)S(=O)(=O)[O-].C(F)(F)(F)S(=O)(=O)[O-].[Yb+3] (Yb(OTf)3). Run in C(C)OCC (diethyl ether). Run at time 24 hour. Yields the product BrC=1C=C(C=CC1)N(CC(C(F)(F)F)O)CC1=CC(=CC=C1)OC(C(F)F)(F)F (3-[(3-bromophenyl)-[[3-(1,1,2,2-tetrafluoroethoxy)phenyl]methyl]amino]-1,1,1-trifluoro 2-propanol). Yield: 99.0%. As a reaction SMILES: ClCCl.[Br:4][C:5]1[CH:6]=[C:7]([NH:11][CH2:12][C:13]2[CH:18]=[CH:17][CH:16]=[C:15]([O:19][C:20]([F:25])([F:24])[CH:21]([F:23])[F:22])[CH:14]=2)[CH:8]=[CH:9][CH:10]=1.[F:26][C:27]([F:32])([F:31])[CH:28]1[O:30][CH2:29]1.C(S([O-])(=O)=O)(F)(F)F.C(S([O-])(=O)=O)(F)(F)F.C(S([O-])(=O)=O)(F)(F)F.[Yb+3]>C(OCC)C>[Br:4][C:5]1[CH:6]=[C:7]([N:11]([CH2:12][C:13]2[CH:18]=[CH:17][CH:16]=[C:15]([O:19][C:20]([F:24])([F:25])[CH:21]([F:23])[F:22])[CH:14]=2)[CH2:29][CH:28]([OH:30])[C:27]([F:32])([F:31])[F:26])[CH:8]=[CH:9][CH:10]=1 |f:3.4.5.6|. Procedure: To a dichloromethane (9 mL) solution of the EX-220A amine (3.27 g, 8.65 mmol) was added 1,1,1-trifluoro-2,3-epoxypropane (0.968 mL, 11.3 mmol) and Yb(OTf)3 (0.536 g, 0.86 mmol). The cloudy mixture was stirred at room temperature for 24 hours, then diluted with diethyl ether. The organic layer was washed with water and brine, dried (MgSO4) and evaporated to yield 4.20 g (99%) of the desired 3-[(3-bromophenyl)-[[3-(1,1,2,2-tetrafluoroethoxy)phenyl]methyl]amino]-1,1,1-trifluoro 2-propanol product a... Reactants: ClC1=NC=C(C(=N1)CCC1=C(C=CC=C1)CC(=O)N)C (2-(2-(2-(2-chloro-5-methylpyrimidin-4-yl)ethyl)phenyl)acetamide), NC1=CC=C(C=C1)C(C)NC(OC(C)(C)C)=O (tert-butyl (1-(4-aminophenyl)ethyl)carbamate), C(=O)([O-])[O-].[Cs+].[Cs+] (Cs2CO3), CC1(C2=C(C(=CC=C2)P(C3=CC=CC=C3)C4=CC=CC=C4)OC5=C(C=CC=C51)P(C6=CC=CC=C6)C7=CC=CC=C7)C (Xantphos). The reagents and catalysts are CC(=O)[O-].CC(=O)[O-].[Pd+2] (Pd(OAc)2). The solvent is O1CCOCC1 (1,4-dioxane). Run at temperature 105 celsius. Yields the product NC(CC1=C(CCC2=NC(=NC=C2C)NC2=CC=C(C=C2)C(C)NC(OC(C)(C)C)=O)C=CC=C1)=O (tert-Butyl (1-(4-((4-(2-(2-amino-2-oxoethyl)phenethyl)-5-methylpyrimidin-2-yl)amino)phenyl)ethyl)carbamate). Yield: 29.3%. Reaction SMILES: Cl[C:2]1[N:7]=[C:6]([CH2:8][CH2:9][C:10]2[CH:15]=[CH:14][CH:13]=[CH:12][C:11]=2[CH2:16][C:17]([NH2:19])=[O:18])[C:5]([CH3:20])=[CH:4][N:3]=1.[NH2:21][C:22]1[CH:27]=[CH:26][C:25]([CH:28]([NH:30][C:31](=[O:37])[O:32][C:33]([CH3:36])([CH3:35])[CH3:34])[CH3:29])=[CH:24][CH:23]=1.C([O-])([O-])=O.[Cs+].[Cs+].CC1(C)C2C(=C(P(C3C=CC=CC=3)C3C=CC=CC=3)C=CC=2)OC2C(P(C3C=CC=CC=3)C3C=CC=CC=3)=CC=CC1=2>O1CCOCC1.CC([O-])=O.CC([O-])=O.[Pd+2]>[NH2:19][C:17](=[O:18])[CH2:16][C:11]1[CH:12]=[CH:13][CH:14]=[CH:15][C:10]=1[CH2:9][CH2:8][C:6]1[C:5]([CH3:20])=[CH:4][N:3]=[C:2]([NH:21][C:22]2[CH:27]=[CH:26][C:25]([CH:28]([NH:30][C:31](=[O:37])[O:32][C:33]([CH3:36])([CH3:35])[CH3:34])[CH3:29])=[CH:24][CH:23]=2)[N:7]=1 |f:2.3.4,7.8.9|. Reported procedure: A suspension of 2-(2-(2-(2-chloro-5-methylpyrimidin-4-yl)ethyl)phenyl)acetamide (K6) (0.200 g, 0.690 mmol), tert-butyl (1-(4-aminophenyl)ethyl)carbamate (A131) (0.326 g, 1.38 mmol), Pd(OAc)2 (3 mg, 0.01 mmol), Cs2CO3 (0.675 g, 2.07 mmol) and Xantphos (16 mg, 0.028 mmol) in 1,4-dioxane (3 mL) was heated under microwave irradiation at 105° C. for 6 hours. The resulting mixture was filtered through a plug of silica gel, washing with 20% MeOH in K1 DCM and then the volatiles evaporated in vacuo. The... Reactants: CC1CCc2ncnc(C3CCN(C(=O)OC(C)(C)C)CC3)c21, ClCCl, O=C(O)C(F)(F)F. The product is CC1CCc2ncnc(C3CCNCC3)c21. As a reaction SMILES: [CH3:8][CH:9]1[CH2:10][CH2:11][c:12]2[n:13][cH:14][n:15][c:16]([CH:18]3[CH2:19][CH2:20][N:21]([C:24]([O:25][C:26]([CH3:27])([CH3:28])[CH3:29])=[O:30])[CH2:22][CH2:23]3)[c:17]21.[Cl:31][CH2:32][Cl:33].[F:1][C:2]([F:3])([F:4])[C:5]([OH:6])=[O:7]>>[CH3:8][CH:9]1[CH2:10][CH2:11][c:12]2[n:13][cH:14][n:15][c:16]([CH:18]3[CH2:19][CH2:20][NH:21][CH2:22][CH2:23]3)[c:17]21. The reactants are BrC1=C(C=CC=C1)CC(=O)O (2-bromophenylacetic acid), C(CCC)C1=CC=C(N)C=C1 (4-butylaniline). The product is C(CCC)C1=CC=C(C=C1)NC1=C(C=CC=C1)CC(=O)O (2-[(4-butylphenyl)amino]phenylacetic acid). RXN SMILES: Br[C:2]1[CH:7]=[CH:6][CH:5]=[CH:4][C:3]=1[CH2:8][C:9]([OH:11])=[O:10].[CH2:12]([C:16]1[CH:22]=[CH:21][C:19]([NH2:20])=[CH:18][CH:17]=1)[CH2:13][CH2:14][CH3:15]>>[CH2:12]([C:16]1[CH:17]=[CH:18][C:19]([NH:20][C:2]2[CH:7]=[CH:6][CH:5]=[CH:4][C:3]=2[CH2:8][C:9]([OH:11])=[O:10])=[CH:21][CH:22]=1)[CH2:13][CH2:14][CH3:15]. Procedure details: In the manner described in example 3, 2-bromophenylacetic acid is condensed with 4-butylaniline to yield 2-[(4-butylphenyl)amino]phenylacetic acid. Reactants: CC(C)(C)OC(=O)N1CC(O[Si](C)(C)C(C)(C)C)CC1C=O, CC(=O)O, COc1ccc(Oc2nc(Cl)ncc2N)cc1, ClCCCl, ClCCl. The product is COc1ccc(Oc2nc(Cl)ncc2NCC2CC(O[Si](C)(C)C(C)(C)C)CN2C(=O)OC(C)(C)C)cc1. RXN SMILES: [C:18]([CH3:19])([CH3:20])([CH3:21])[O:22][C:23](=[O:24])[N:25]1[CH:26]([CH:38]=[O:39])[CH2:27][CH:28]([O:30][Si:31]([CH3:32])([CH3:33])[C:34]([CH3:35])([CH3:36])[CH3:37])[CH2:29]1.[CH3:40][C:41](=[O:42])[OH:43].[Cl:1][c:2]1[n:3][cH:4][c:5]([NH2:17])[c:6]([O:8][c:9]2[cH:10][cH:11][c:12]([O:15][CH3:16])[cH:13][cH:14]2)[n:7]1.[Cl:44][CH2:45][CH2:46][Cl:47].[Cl:48][CH2:49][Cl:50]>>[Cl:1][c:2]1[n:3][cH:4][c:5]([NH:17][CH2:38][CH:26]2[N:25]([C:23]([O:22][C:18]([CH3:19])([CH3:20])[CH3:21])=[O:24])[CH2:29][CH:28]([O:30][Si:31]([CH3:32])([CH3:33])[C:34]([CH3:35])([CH3:36])[CH3:37])[CH2:27]2)[c:6]([O:8][c:9]2[cH:10][cH:11][c:12]([O:15][CH3:16])[cH:13][cH:14]2)[n:7]1. Reactants: CCCCCCCCCCCCCCCCCC(=O)OC(COC(=O)C(NC(=O)OCc1ccccc1)C(C)C)CC(C)(C)C(=O)O, CCCC[N+](CCCC)(CCCC)CCCC, ClCI, C1COCCO1, [OH-]. Product: CCCCCCCCCCCCCCCCCC(=O)OC(COC(=O)C(NC(=O)OCc1ccccc1)C(C)C)CC(C)(C)C(=O)OCCl. Reaction SMILES: [C:1](=[O:2])([O:3][CH2:4][c:5]1[cH:6][cH:7][cH:8][cH:9][cH:10]1)[NH:11][CH:12]([CH:13]([CH3:14])[CH3:15])[C:16](=[O:17])[O:18][CH2:19][CH:20]([CH2:21][C:22]([C:23](=[O:24])[OH:25])([CH3:26])[CH3:27])[O:28][C:29]([CH2:30][CH2:31][CH2:32][CH2:33][CH2:34][CH2:35][CH2:36][CH2:37][CH2:38][CH2:39][CH2:40][CH2:41][CH2:42][CH2:43][CH2:44][CH2:45][CH3:46])=[O:47].[CH2:49]([N+:50]([CH2:51][CH2:52][CH2:53][CH3:54])([CH2:55][CH2:56][CH2:57][CH3:58])[CH2:59][CH2:60][CH2:61][CH3:62])[CH2:63][CH2:64][CH3:65].[Cl:66][CH2:67][I:68].[O:69]1[CH2:70][CH2:71][O:72][CH2:73][CH2:74]1.[OH-:48]>>[C:1](=[O:2])([O:3][CH2:4][c:5]1[cH:6][cH:7][cH:8][cH:9][cH:10]1)[NH:11][CH:12]([CH:13]([CH3:14])[CH3:15])[C:16](=[O:17])[O:18][CH2:19][CH:20]([CH2:21][C:22]([C:23](=[O:24])[O:25][CH2:67][Cl:66])([CH3:26])[CH3:27])[O:28][C:29]([CH2:30][CH2:31][CH2:32][CH2:33][CH2:34][CH2:35][CH2:36][CH2:37][CH2:38][CH2:39][CH2:40][CH2:41][CH2:42][CH2:43][CH2:44][CH2:45][CH3:46])=[O:47]. Reactants: N1(CCNCC1)C=1C=CC=2N(N1)C(=NN2)C(F)(F)F (6-(piperazin-1-yl)-3-(trifluoromethyl)-[1,2,4]triazolo[4,3-b]pyridazine), COC1=CC=C(C=N1)C=O (6-methoxypyridine-3-carbaldehyde). Yields the product COC1=CC=C(C=N1)CN1CCN(CC1)C=1C=CC=2N(N1)C(=NN2)C(F)(F)F (6-[4-[(6-methoxypyridin-3-yl)methyl]piperazin-1-yl]-3-(trifluoromethyl)-[1,2,4]triazolo[4,3-b]pyridazine). Reaction SMILES: [N:1]1([C:7]2[CH:8]=[CH:9][C:10]3[N:11]([C:13]([C:16]([F:19])([F:18])[F:17])=[N:14][N:15]=3)[N:12]=2)[CH2:6][CH2:5][NH:4][CH2:3][CH2:2]1.[CH3:20][O:21][C:22]1[N:27]=[CH:26][C:25]([CH:28]=O)=[CH:24][CH:23]=1>>[CH3:20][O:21][C:22]1[N:27]=[CH:26][C:25]([CH2:28][N:4]2[CH2:3][CH2:2][N:1]([C:7]3[CH:8]=[CH:9][C:10]4[N:11]([C:13]([C:16]([F:17])([F:18])[F:19])=[N:14][N:15]=4)[N:12]=3)[CH2:6][CH2:5]2)=[CH:24][CH:23]=1. Procedure: Reductive amination of 6-(piperazin-1-yl)-3-(trifluoromethyl)-[1,2,4]triazolo[4,3-b]pyridazine with 6-methoxypyridine-3-carbaldehyde was carried out according to General Synthetic Method 7. The crude product was purified by hplc using a Waters XBridge Prep C18 OBD column, 5μ silica, 30 mm diameter, 100 mm length eluted with decreasingly polar mixtures of water (containing 0.1% aqueous ammonia) and acetonitrile as eluents to give 6-[4-[(6-methoxypyridin-3-yl)methyl]piperazin-1-yl]-3-(trifluoromet... Reactants: SC(CNCCNCC(C)(S)C)(C)C (N,N'-bis(2-mercapto-2-methylpropyl)ethylene diamine), Cl (HCl), N (ammonia), COC1=CC=C(CCl)C=C1 (4-methoxybenzyl chloride). Run in CO (methanol), ice water. Product: COC1=CC=C(CSC(CNCCNCC(C)(SCC2=CC=C(C=C2)OC)C)(C)C)C=C1 (N,N'-bis-[2-(4-methoxybenzylthio)-2-methylpropyl]-ethylenediamine). The yield is 81.8%. As a reaction SMILES: [SH:1][C:2]([CH3:14])([CH3:13])[CH2:3][NH:4][CH2:5][CH2:6][NH:7][CH2:8][C:9]([CH3:12])([SH:11])[CH3:10].N.[CH3:16][O:17][C:18]1[CH:25]=[CH:24][C:21]([CH2:22]Cl)=[CH:20][CH:19]=1.Cl>CO>[CH3:16][O:17][C:18]1[CH:25]=[CH:24][C:21]([CH2:22][S:1][C:2]([CH3:14])([CH3:13])[CH2:3][NH:4][CH2:5][CH2:6][NH:7][CH2:8][C:9]([CH3:12])([S:11][CH2:22][C:21]2[CH:24]=[CH:25][C:18]([O:17][CH3:16])=[CH:19][CH:20]=2)[CH3:10])=[CH:20][CH:19]=1. Procedure details: A solution of N,N'-bis(2-mercapto-2-methylpropyl)ethylene diamine (11.23 g, 47.5 mmol; see, DiZio et al., 1991, Bioconjugate Chem 2: 353 and Corbin et al., 1976, J. Org. Chem. 41: 489) in methanol (500 mL) was cooled in ice/water bath and then saturated with gaseous ammonia over 45 min. To this was added 4-methoxybenzyl chloride (17.0 mL, 125 mmol, 264 mol %). The reaction was allowed to warm to room temperature overnight with stirring under argon. The solution was concentrated to a paste and th...